From a dataset of the Open Reaction Database (ORD), a public repository of structured organic reaction records. describe an organic reaction: reactants, conditions, products, and yield Starting materials: [H][H] (hydrogen), C(=O)(OCC1=CC=CC=C1)N=C(NCCCCC(=O)O)NC(=O)OCC1=CC=CC=C1 (5-[N',N"-Di(Cbz)guanidino]pentanoic acid), C(C)(=O)OC1C(C(N1C(C)=O)=O)CCCNC(=NC(=O)OCC1=CC=CC=C1)NC(=O)OCC1=CC=CC=C1 (4-Acetyloxy-3-[3-[N',N"-di(Cbz)guanidino]propyl]-1-acetyl-2-azetidinone), Cl (HCl). The reagents and catalysts are [Pd] (palladium on carbon). The product is Cl.C(C)(=O)OC1C(C(N1C(C)=O)=O)CCCNC(=N)N (4-Acetyloxy-3-guanidinopropyl-1-acetyl-2-azetidinone hydrochloride salt). The yield is 71.0%. As a reaction SMILES: C(N=C(NC(OCC1C=CC=CC=1)=O)NCCCCC(O)=O)(OCC1C=CC=CC=1)=O.[C:32]([O:35][CH:36]1[N:39]([C:40](=[O:42])[CH3:41])[C:38](=[O:43])[CH:37]1[CH2:44][CH2:45][CH2:46][NH:47][C:48]([NH:60]C(OCC1C=CC=CC=1)=O)=[N:49]C(OCC1C=CC=CC=1)=O)(=[O:34])[CH3:33].[ClH:71].[H][H]>[Pd]>[ClH:71].[C:32]([O:35][CH:36]1[N:39]([C:40](=[O:42])[CH3:41])[C:38](=[O:43])[CH:37]1[CH2:44][CH2:45][CH2:46][NH:47][C:48]([NH2:60])=[NH:49])(=[O:34])[CH3:33] |f:5.6|. Procedure: A methanol/ethyl acetate (1:1/5 mL:5 mL) solution of compound 40 (420 mg, 0.78 mmol) and 1N HCl (0.76 mL), containing 10% palladium on carbon, was shaken in a Parr hydrogenator at 45 psi hydrogen pressure for 2 h. The suspension was filtered through a pad of Celite, and the filtrate was concentrated to afford 170 mg (71%) of the title product as a mixture of trans and cis (2:1) isomers. Starting materials: BrC1=CC=C(C=C1)C1=NSC2=C1C=CC(=C2)OCCCBr (3-(4-Bromo-phenyl)-6-(3-bromo-propoxy)-benzo[d]isothiazole), N1(CCNCC1)C(C)=O (1-piperazin-1-yl-ethanone). Yields the product BrC1=CC=C(C=C1)C1=NSC2=C1C=CC(=C2)OCCCN2CCN(CC2)C(C)=O (1-(4-{3-[3-(4-Bromo-phenyl)-benzo[d]isothiazol-6-yloxy]-propyl}-piperazin-1-yl)-ethanone). RXN SMILES: [Br:1][C:2]1[CH:7]=[CH:6][C:5]([C:8]2[C:12]3[CH:13]=[CH:14][C:15]([O:17][CH2:18][CH2:19][CH2:20]Br)=[CH:16][C:11]=3[S:10][N:9]=2)=[CH:4][CH:3]=1.[N:22]1([C:28](=[O:30])[CH3:29])[CH2:27][CH2:26][NH:25][CH2:24][CH2:23]1>>[Br:1][C:2]1[CH:7]=[CH:6][C:5]([C:8]2[C:12]3[CH:13]=[CH:14][C:15]([O:17][CH2:18][CH2:19][CH2:20][N:25]4[CH2:26][CH2:27][N:22]([C:28](=[O:30])[CH3:29])[CH2:23][CH2:24]4)=[CH:16][C:11]=3[S:10][N:9]=2)=[CH:4][CH:3]=1. Procedure: In analogy to example 3.1, 3-(4-Bromo-phenyl)-6-(3-bromo-propoxy)-benzo[d]isothiazole and 1-piperazin-1-yl-ethanone were converted to yield 1-(4-{3-[3-(4-Bromo-phenyl)-benzo[d]isothiazol-6-yloxy]-propyl}-piperazin-1-yl)-ethanone as colorless oil, MS: 474 (MH+, 1Br). Reactants: C1(=CC=CC=C1)C1=NC(=NC(=N1)C1=CC=CC=C1)N1C2=CC=CC=C2C=2C=C3C(=CC12)C(C1=C(C=CC=C13)C=1C=C3C=2C=C4C(=CC2NC3=CC1)C(C1=CC=CC=C14)(C)C)(C)C (7-{10-(4,6-diphenyl-1,3,5-triazin-2-yl)-12,12-dimethyl-10,12-dihydro-10-azaindeno[2,1-b]fluorenyl}-12,12-dimethyl-10,12-dihydro-10-azaindeno[2,1-b]fluorene), C(C)(C)(C)P(C(C)(C)C)C(C)(C)C (tri-tert-butylphosphine), BrC1=CC=CC=C1 (bromobenzene), CC(C)(C)[O-].[Na+] (NaOtBu). Reagents/catalysts: CC(=O)[O-].CC(=O)[O-].[Pd+2] (Pd(OAc)2). Solvent: CC=1C=CC(=CC1)C (p-xylene). Yields the product C1(=CC=CC=C1)C1=NC(=NC(=N1)C1=CC=CC=C1)N1C2=CC=CC=C2C=2C=C3C(=CC12)C(C1=C(C=CC=C13)C=1C=C3C=2C=C4C(=CC2N(C3=CC1)C1=CC=CC=C1)C(C1=CC=CC=C14)(C)C)(C)C (7-{10-(4,6-Diphenyl-1,3,5-triazin-2-yl)-12,12-dimethyl-10,12-dihydro-10-azaindeno[2,1-b]fluorenyl}-12,12-dimethyl-10-phenyl-10,12-dihydro-10-azaindeno[2,1-b]fluorene). RXN SMILES: [C:1]1([C:7]2[N:12]=[C:11]([C:13]3[CH:18]=[CH:17][CH:16]=[CH:15][CH:14]=3)[N:10]=[C:9]([N:19]3[C:31]4[CH:30]=[C:29]5[C:32]([CH3:62])([CH3:61])[C:33]6[C:38]([C:28]5=[CH:27][C:26]=4[C:25]4[C:20]3=[CH:21][CH:22]=[CH:23][CH:24]=4)=[CH:37][CH:36]=[CH:35][C:34]=6[C:39]3[CH:40]=[C:41]4[C:49](=[CH:50][CH:51]=3)[NH:48][C:47]3[CH:46]=[C:45]5[C:52]([CH3:60])([CH3:59])[C:53]6[C:58]([C:44]5=[CH:43][C:42]4=3)=[CH:57][CH:56]=[CH:55][CH:54]=6)[N:8]=2)[CH:6]=[CH:5][CH:4]=[CH:3][CH:2]=1.Br[C:64]1[CH:69]=[CH:68][CH:67]=[CH:66][CH:65]=1.CC([O-])(C)C.[Na+].C(P(C(C)(C)C)C(C)(C)C)(C)(C)C>CC1C=CC(C)=CC=1.CC([O-])=O.CC([O-])=O.[Pd+2]>[C:13]1([C:11]2[N:12]=[C:7]([C:1]3[CH:6]=[CH:5][CH:4]=[CH:3][CH:2]=3)[N:8]=[C:9]([N:19]3[C:31]4[CH:30]=[C:29]5[C:32]([CH3:62])([CH3:61])[C:33]6[C:38]([C:28]5=[CH:27][C:26]=4[C:25]4[C:20]3=[CH:21][CH:22]=[CH:23][CH:24]=4)=[CH:37][CH:36]=[CH:35][C:34]=6[C:39]3[CH:40]=[C:41]4[C:49](=[CH:50][CH:51]=3)[N:48]([C:64]3[CH:69]=[CH:68][CH:67]=[CH:66][CH:65]=3)[C:47]3[CH:46]=[C:45]5[C:52]([CH3:60])([CH3:59])[C:53]6[C:58]([C:44]5=[CH:43][C:42]4=3)=[CH:57][CH:56]=[CH:55][CH:54]=6)[N:10]=2)[CH:14]=[CH:15][CH:16]=[CH:17][CH:18]=1 |f:2.3,6.7.8|. Procedure: 21.0 g (26 mmol) of 7-{10-(4,6-diphenyl-1,3,5-triazin-2-yl)-12,12-dimethyl-10,12-dihydro-10-azaindeno[2,1-b]fluorenyl}-12,12-dimethyl-10,12-dihydro-10-azaindeno[2,1-b]fluorene, 2.8 g (27 mmol) of bromobenzene and 6.8 g (71 mmol) of NaOtBu are suspended in 1000 ml of p-xylene. 0.11 g (0.5 mmol) of Pd(OAc)2 and 0.33 ml of a 1 M tri-tert-butylphosphine solution are added to this suspension. The reaction mixture is heated under reflux for 16 h. After cooling, the organic phase is separated off, wash...